Task: describe an organic reaction: reactants, conditions, products, and yield. Dataset: the Open Reaction Database (ORD), a public repository of structured organic reaction records The reactants are SCCC(=O)OC (methyl 3-mercaptopropionate), C1CCC2=NCCCN2CC1 (DBU), COC1(CCOCC1)C=1C=C(C=CC1)CBr (3-[(4-methoxy)tetrahydropyran-4-yl)-α-bromotoluene). Solvent: C1CCOC1 (THF), C1CCOC1 (THF), C(C)(=O)OCC (ethyl acetate). Run at temperature 5 celsius, time 18 hour. Yields the product COC1(CCOCC1)C(SCCC(=O)OC)C1=CC=CC=C1 (methyl 3-[[(4-methoxy)-tetrahydro-pyran-4-yl]phenylmethylthio]propionate). The yield is 74.9%. RXN SMILES: [CH3:1][O:2][C:3]1([C:9]2[CH:10]=[C:11](CBr)[CH:12]=[CH:13][CH:14]=2)[CH2:8][CH2:7][O:6][CH2:5][CH2:4]1.[SH:17][CH2:18][CH2:19][C:20]([O:22][CH3:23])=[O:21].[CH2:24]1CCN2C(=NCCC2)CC1>C1COCC1.C(OCC)(=O)C>[CH3:1][O:2][C:3]1([CH:9]([C:10]2[CH:11]=[CH:12][CH:13]=[CH:14][CH:24]=2)[S:17][CH2:18][CH2:19][C:20]([O:22][CH3:23])=[O:21])[CH2:4][CH2:5][O:6][CH2:7][CH2:8]1. Procedure details: A solution of 3-[(4-methoxy)tetrahydropyran-4-yl)-α-bromotoluene (1.0 g, 3.87 mmol) in 10 mL of anhydrous THF was cooled to 5° C. A solution of methyl 3-mercaptopropionate (0.46 g, 3.87 mmol) and DBU (0.59 g, 3.87 mmol) in 10 mL of THF was added while maintaining the temperature at 5° C. The reaction mixture was stirred for 1 h at 5° C. and for 18 h at room temperature. The reaction mixture was diluted with 200 mL of ethyl acetate, and this solution was washed with 1 N HCl (1×100 mL), saturated ...